Dataset: the Open Reaction Database (ORD), a public repository of structured organic reaction records. Task: describe an organic reaction: reactants, conditions, products, and yield Reactants: CC(C)C(NC(=O)OC(C)(C)C)C(=O)O, ClCCl, CN1CCCCC1, CC(N)COc1ccc([N+](=O)[O-])cc1, CC(C)COC(=O)Cl, O. The product is CC(COc1ccc([N+](=O)[O-])cc1)NC(=O)C(NC(=O)OC(C)(C)C)C(C)C. As a reaction SMILES: [C:8]([CH3:9])([CH3:10])([CH3:11])[O:12][C:13](=[O:14])[NH:15][CH:16]([CH:17]([CH3:18])[CH3:19])[C:20](=[O:21])[OH:22].[CH2:45]([Cl:46])[Cl:47].[CH3:1][N:2]1[CH2:3][CH2:4][CH2:5][CH2:6][CH2:7]1.[CH3:31][CH:32]([CH2:33][O:34][c:35]1[cH:36][cH:37][c:38]([N+:41](=[O:42])[O-:43])[cH:39][cH:40]1)[NH2:44].[Cl:23][C:24]([O:25][CH2:26][CH:27]([CH3:28])[CH3:29])=[O:30].[OH2:48]>>[C:8]([CH3:9])([CH3:10])([CH3:11])[O:12][C:13](=[O:14])[NH:15][CH:16]([CH:17]([CH3:18])[CH3:19])[C:20](=[O:22])[NH:44][CH:32]([CH3:31])[CH2:33][O:34][c:35]1[cH:36][cH:37][c:38]([N+:41](=[O:42])[O-:43])[cH:39][cH:40]1.